From a dataset of the Open Reaction Database (ORD), a public repository of structured organic reaction records. describe an organic reaction: reactants, conditions, products, and yield Starting materials: Br, Cc1ccccc1N=C1NCCN1OCc1ccccc1. Product: Br, Cc1ccccc1N=C1NCCN1O. Reaction SMILES: [BrH:22].[CH2:1]([c:2]1[cH:3][cH:4][cH:5][cH:6][cH:7]1)[O:8][N:9]1[C:10](=[N:14][c:15]2[c:16]([CH3:21])[cH:17][cH:18][cH:19][cH:20]2)[NH:11][CH2:12][CH2:13]1>>[BrH:22].[OH:8][N:9]1[C:10](=[N:14][c:15]2[c:16]([CH3:21])[cH:17][cH:18][cH:19][cH:20]2)[NH:11][CH2:12][CH2:13]1.